This data is from the Open Reaction Database (ORD), a public repository of structured organic reaction records. The task is: describe an organic reaction: reactants, conditions, products, and yield The product is ClC1=C(C=C(C=C1)NC(C1=C(N=C(C=C1)C(F)(F)F)C)=O)NC(C1=CC=C(C=C1)N1CCN(CC1)C)=O (N-(4-chloro-3-(4-(4-methylpiperazin-1-yl)benzamido)phenyl)-2-methyl-6-(trifluoromethyl)nicotinamide). RXN SMILES: [NH2:1][C:2]1[CH:3]=[C:4]([NH:9][C:10](=[O:22])[C:11]2[CH:16]=[CH:15][C:14]([C:17]([F:20])([F:19])[F:18])=[N:13][C:12]=2[CH3:21])[CH:5]=[CH:6][C:7]=1[Cl:8].[CH3:23][N:24]1[CH2:29][CH2:28][N:27]([C:30]2[CH:38]=[CH:37][C:33]([C:34](O)=[O:35])=[CH:32][CH:31]=2)[CH2:26][CH2:25]1>>[Cl:8][C:7]1[CH:6]=[CH:5][C:4]([NH:9][C:10](=[O:22])[C:11]2[CH:16]=[CH:15][C:14]([C:17]([F:20])([F:19])[F:18])=[N:13][C:12]=2[CH3:21])=[CH:3][C:2]=1[NH:1][C:34](=[O:35])[C:33]1[CH:32]=[CH:31][C:30]([N:27]2[CH2:26][CH2:25][N:24]([CH3:23])[CH2:29][CH2:28]2)=[CH:38][CH:37]=1. Reactants: NC=1C=C(C=CC1Cl)NC(C1=C(N=C(C=C1)C(F)(F)F)C)=O (N-(3-amino-4-chlorophenyl)-2-methyl-6-(trifluoromethyl)nicotinamide), CN1CCN(CC1)C1=CC=C(C(=O)O)C=C1 (4-(4-methylpiperazin-1-yl)benzoic acid). Procedure: N-(3-amino-4-chlorophenyl)-2-methyl-6-(trifluoromethyl)nicotinamide (0.15 mmol) was used in general procedure 2 with 4-(4-methylpiperazin-1-yl)benzoic acid (0.167 mmol). The product was purified by RP-HPLC to give N-(4-chloro-3-(4-(4-methylpiperazin-1-yl)benzamido)phenyl)-2-methyl-6-(trifluoromethyl)nicotinamide. MS (Q1) 532.0 (M)+ Starting materials: FC1=CC(=CC=2OC(COC21)COS(=O)(=O)C2=CC=C(C=C2)C)S(=O)(=O)C ([5-fluoro-7-(methylsulfonyl)-2,3-dihydro-1,4-benzodioxin-2-yl]methyl-4-methylbenzenesulfonate), ( 6 ), ( 6 ), CC(C)N (propan-2-amine), ( 17 ). Run in C(C)#N (ACN). Product: FC1=CC(=CC=2OC(COC21)CNC(C)C)S(=O)(=O)C (N-{[5-FLUORO-7-(METHYLSULFONYL)-2,3-DIHYDRO-1,4-BENZODIOXIN-2-YL]METHYL}PROPAN-2-AMINE). Reaction SMILES: [F:1][C:2]1[C:11]2[O:10][CH2:9][CH:8]([CH2:12]OS(C3C=CC(C)=CC=3)(=O)=O)[O:7][C:6]=2[CH:5]=[C:4]([S:24]([CH3:27])(=[O:26])=[O:25])[CH:3]=1.[CH3:28][CH:29]([NH2:31])[CH3:30]>C(#N)C>[F:1][C:2]1[C:11]2[O:10][CH2:9][CH:8]([CH2:12][NH:31][CH:29]([CH3:30])[CH3:28])[O:7][C:6]=2[CH:5]=[C:4]([S:24]([CH3:27])(=[O:25])=[O:26])[CH:3]=1. Procedure: Preparation according to Example 42 using [5-fluoro-7-(methylsulfonyl)-2,3-dihydro-1,4-benzodioxin-2-yl]methyl-4-methylbenzenesulfonate (0.005 g, 0.012 mmol), propan-2-amine (0.5 ml), ACN (2.5 ml). MS m/z (rel. intensity, 70 eV) 303 (M+, 2), 288 (17), 84 (6), 72 (bp), 56 (6).